From a dataset of the Open Reaction Database (ORD), a public repository of structured organic reaction records. describe an organic reaction: reactants, conditions, products, and yield Starting materials: BrC1=CC2=CC3=CC=C(C=C3C=C2C=C1)Br (2,6-dibromoanthracene), C[Si](C)(C)Cl (trimethylsilylchloride), resultant solution, C(CCC)[Li] (n-butyllithium), CCCCCC (hexane), resultant solution. Solvent: C1(=CC=CC=C1)C (toluene), O1CCCC1 (tetrahydrofuran), O (water). The product is C[Si](C1=CC2=CC3=CC=C(C=C3C=C2C=C1)[Si](C)(C)C)(C)C (2,6-bis(trimethylsilyl)anthracene). Yield: 57.0%. As a reaction SMILES: Br[C:2]1[CH:15]=[CH:14][C:13]2[C:4](=[CH:5][C:6]3[C:11]([CH:12]=2)=[CH:10][C:9](Br)=[CH:8][CH:7]=3)[CH:3]=1.C([Li])CCC.CCCCCC.[CH3:28][Si:29](Cl)([CH3:31])[CH3:30]>O.C1(C)C=CC=CC=1.O1CCCC1>[CH3:28][Si:29]([CH3:31])([CH3:30])[C:2]1[CH:15]=[CH:14][C:13]2[C:4](=[CH:5][C:6]3[C:11]([CH:12]=2)=[CH:10][C:9]([Si:29]([CH3:31])([CH3:30])[CH3:28])=[CH:8][CH:7]=3)[CH:3]=1. Procedure: Under an atmospheric argon gas flow, 2,6-dibromoanthracene in an amount of 2.8 g (8.3 millimole), dried tetrahydrofuran (THF) in an amount of 200 milliliter and dried toluene in an amount of 200 milliliter were placed into a three necked-flask equipped with a cooling pipe and having a capacity of 1 liter and then, the resultant solution was cooled down to −30° C. Subsequently, n-butyllithium in an amount of 12 milliliter (19.1 millimole, 1.58 M hexane solution) was added slowly. Then, after addi... Starting materials: Cl.Cl.CC1=C(N=CN1)CSCCNC1=NC=C(C(N1)=O)CC1=CC(=CC=C1)C (2-[2-(5-methyl-4-imidazolylmethylthio)ethylamino]-5-(3-methylbenzyl)-4-pyrimidone dihydrochloride), CC=1C=C(CC=2C(NC(NC2)=S)=O)C=CC1 (5-(3-methylbenzyl)-2-thiouracil). The product is Cl.Cl.CC1=C(N=CN1)CSCCNC1=NC=C(C(N1)=O)CC1=CC=C(C=C1)C (2-[2-(5-Methyl-4-imidazolylmethylthio)ethylamino]-5-(4-methylbenzyl)-4-pyrimidone dihydrochloride). Reaction SMILES: [ClH:1].Cl.[CH3:3][C:4]1[NH:8][CH:7]=[N:6][C:5]=1[CH2:9][S:10][CH2:11][CH2:12][NH:13][C:14]1[NH:19][C:18](=[O:20])[C:17]([CH2:21][C:22]2[CH:27]=[CH:26][CH:25]=[C:24](C)[CH:23]=2)=[CH:16][N:15]=1.[CH3:29]C1C=C(C=CC=1)CC1C(=O)NC(=S)NC=1>>[ClH:1].[ClH:1].[CH3:3][C:4]1[NH:8][CH:7]=[N:6][C:5]=1[CH2:9][S:10][CH2:11][CH2:12][NH:13][C:14]1[NH:19][C:18](=[O:20])[C:17]([CH2:21][C:22]2[CH:23]=[CH:24][C:25]([CH3:29])=[CH:26][CH:27]=2)=[CH:16][N:15]=1 |f:0.1.2,4.5.6|. Procedure details: In a similar manner 2-[2-(5-methyl-4-imidazolylmethylthio)ethylamino]-5-(3-methylbenzyl)-4-pyrimidone dihydrochloride m.p. 203.5°-205° (ex ethanol) may be prepared from 5-(3-methylbenzyl)-2-thiouracil. Starting materials: S=C(Cl)Cl, [Ca+2], ClC(Cl)Cl, CCOC(=O)N1CCC(N)C1, O=C([O-])[O-], O. Yields the product CCOC(=O)N1CCC(N=C=S)C1. Reaction SMILES: [C:1](=[S:2])([Cl:3])[Cl:4].[Ca+2:17].[Cl:22][CH:23]([Cl:24])[Cl:25].[NH2:6][CH:7]1[CH2:8][N:9]([C:12](=[O:13])[O:14][CH2:15][CH3:16])[CH2:10][CH2:11]1.[O-:18][C:19](=[O:20])[O-:21].[OH2:5]>>[C:1](=[S:2])=[N:6][CH:7]1[CH2:8][N:9]([C:12](=[O:13])[O:14][CH2:15][CH3:16])[CH2:10][CH2:11]1. The reactants are COC(C1=C(C(=CC(=C1)Br)C)N)=O (2-Amino-5-bromo-3-methyl-benzoic acid methyl ester), COC1=CC=C(C=C1)S(=O)(=O)Cl (p-methoxybenzenesulfonyl chloride). Conditions: temperature 80 celsius. The product is COC(C1=C(C(=CC(=C1)Br)C)NS(=O)(=O)C1=CC=C(C=C1)OC)=O (5-Bromo-2-(4-methoxy-benzenesulfonylamino)-3-methyl-benzoic acid methyl ester). Isolated yield 84.5%. Reaction SMILES: [CH3:1][O:2][C:3](=[O:13])[C:4]1[CH:9]=[C:8]([Br:10])[CH:7]=[C:6]([CH3:11])[C:5]=1[NH2:12].[CH3:14][O:15][C:16]1[CH:21]=[CH:20][C:19]([S:22](Cl)(=[O:24])=[O:23])=[CH:18][CH:17]=1>>[CH3:1][O:2][C:3](=[O:13])[C:4]1[CH:9]=[C:8]([Br:10])[CH:7]=[C:6]([CH3:11])[C:5]=1[NH:12][S:22]([C:19]1[CH:18]=[CH:17][C:16]([O:15][CH3:14])=[CH:21][CH:20]=1)(=[O:24])=[O:23]. Procedure details: To a stirred solution of 24.5 g (100 mmol) of the product of Example 133 in 100 mL of pyrdine was added 21.0 g (100 mmol) of p-methoxybenzenesulfonyl chloride and the resulting mixture was heated to 80° C. for 24 h. The reaction mixture was then quenched with ice cold water and acidified with concentrated HCl. The resulting mixture was extracted with chloroform, washed with water, dried over MgSO4, filtered and concentrated in vacuo. The residue was triteretd with diethyl ether, filtered and dri...